This data is from the Open Reaction Database (ORD), a public repository of structured organic reaction records. The task is: describe an organic reaction: reactants, conditions, products, and yield The product is COC(=O)C1=NN(C(=N1)CN1CCOCC1)C1=C(C=C(C=C1)Cl)C(C1=CC=CC=C1)=O (1-(2-benzoyl-4-chlorophenyl)-5-(morpholinomethyl)-1H-1,2,4-triazole-3-carboxylic acid methyl ester). Reported procedure: A mixture of 8.8 g (0.018 mole) of 1-(2-benzoyl-4-chlorophenyl)-5-(iodomethyl)-1H-1,2,4-triazole-3-carboxylic acid methyl ester and 3.5 ml (0.040 mole) of morpholine are stirred in 175 ml of methanol at 40° for 6 hours. The reaction mixture is thereupon concentrated in vacuo, water is added to the residue, and extraction is performed twice with methylene chloride. The organic phase is washed three times with water and once with saturated sodium chloride solution; it is dried over sodium sulphate... As a reaction SMILES: [CH3:1][O:2][C:3]([C:5]1[N:9]=[C:8]([CH2:10]I)[N:7]([C:12]2[CH:17]=[CH:16][C:15]([Cl:18])=[CH:14][C:13]=2[C:19](=[O:26])[C:20]2[CH:25]=[CH:24][CH:23]=[CH:22][CH:21]=2)[N:6]=1)=[O:4].[NH:27]1[CH2:32][CH2:31][O:30][CH2:29][CH2:28]1>CO>[CH3:1][O:2][C:3]([C:5]1[N:9]=[C:8]([CH2:10][N:27]2[CH2:32][CH2:31][O:30][CH2:29][CH2:28]2)[N:7]([C:12]2[CH:17]=[CH:16][C:15]([Cl:18])=[CH:14][C:13]=2[C:19](=[O:26])[C:20]2[CH:25]=[CH:24][CH:23]=[CH:22][CH:21]=2)[N:6]=1)=[O:4]. The solvent is CO (methanol). The reactants are COC(=O)C1=NN(C(=N1)CI)C1=C(C=C(C=C1)Cl)C(C1=CC=CC=C1)=O (1-(2-benzoyl-4-chlorophenyl)-5-(iodomethyl)-1H-1,2,4-triazole-3-carboxylic acid methyl ester), N1CCOCC1 (morpholine). Starting materials: Brc1ccccc1, CN, O=S(=O)(Cl)Cl. The product is CNS(=O)(=O)c1ccc(Br)cc1. As a reaction SMILES: [Br:6][c:7]1[cH:8][cH:9][cH:10][cH:11][cH:12]1.[CH3:13][NH2:14].[S:1](=[O:2])(=[O:3])([Cl:4])[Cl:5]>>[S:1](=[O:2])(=[O:3])([c:10]1[cH:9][cH:8][c:7]([Br:6])[cH:12][cH:11]1)[NH:14][CH3:13]. The reactants are O (water), C1(=CC=C(C=C1)S(=O)(=O)O)C (p-toluenesulphonic acid), FC1=CC=C(C=C1)C(C(=O)C1=CC=CC=C1)CC(C(C)C)=O (2-(4-fluorophenyl)-5-methyl-1-phenyl-hexane-1,4-dione), NC1=CC=CC=C1 (aniline). Run in C1(=CC=CC=C1)C (toluene), C(C)(=O)OCC (ethyl acetate). Product: FC1=CC=C(C=C1)C1=C(N(C(=C1)C(C)C)C1=CC=CC=C1)C1=CC=CC=C1 (3-(4-Fluorophenyl)-5-isopropyl-1,2-diphenyl-pyrrole). RXN SMILES: [F:1][C:2]1[CH:7]=[CH:6][C:5]([CH:8]([CH2:17][C:18](=O)[CH:19]([CH3:21])[CH3:20])[C:9]([C:11]2[CH:16]=[CH:15][CH:14]=[CH:13][CH:12]=2)=O)=[CH:4][CH:3]=1.[NH2:23][C:24]1[CH:29]=[CH:28][CH:27]=[CH:26][CH:25]=1.O.C1(C)C=CC(S(O)(=O)=O)=CC=1>C1(C)C=CC=CC=1.C(OCC)(=O)C>[F:1][C:2]1[CH:7]=[CH:6][C:5]([C:8]2[CH:17]=[C:18]([CH:19]([CH3:21])[CH3:20])[N:23]([C:24]3[CH:29]=[CH:28][CH:27]=[CH:26][CH:25]=3)[C:9]=2[C:11]2[CH:16]=[CH:15][CH:14]=[CH:13][CH:12]=2)=[CH:4][CH:3]=1. Procedure details: 10.1 g (34 mmol) of 2-(4-fluorophenyl)-5-methyl-1-phenyl-hexane-1,4-dione (Example 2) and 9.3 mmol (102 mmol) of aniline in 150 ml of toluene are heated under reflux in a water separator for 24 hours with the addition of 500 mg of p-toluenesulphonic acid. After cooling and diluting with ethyl acetate, the reaction mixture is washed with 1 N hydrochloric acid and then with sodium bicarbonate solution, dried over magnesium sulphate and concentrated in vacuo. The residue is then chromatographed on ... Reactants: IC1=CC=C(C=C1)O (4-iodo phenol), C(=O)([O-])[O-].[K+].[K+] (K2CO3), BrCC#N (bromo acetonitrile). Solvent: O (water), C(C)#N (acetonitrile). Run at temperature 80 celsius, time 6 hour. Yields the product IC1=CC=C(OCC#N)C=C1 (2-(4-iodophenoxy)acetonitrile). Isolated yield 49.8%. Reaction SMILES: [I:1][C:2]1[CH:7]=[CH:6][C:5]([OH:8])=[CH:4][CH:3]=1.C([O-])([O-])=O.[K+].[K+].Br[CH2:16][C:17]#[N:18]>C(#N)C.O>[I:1][C:2]1[CH:7]=[CH:6][C:5]([O:8][CH2:16][C:17]#[N:18])=[CH:4][CH:3]=1 |f:1.2.3|. Procedure details: To a stirred solution of 4-iodo phenol (700 mg, 3.1 mmol) in acetonitrile (7 ml) was added K2CO3 (1.31 g, 9.5 mmol), followed by bromo acetonitrile (410 mg, 3.4 mmol) at 20-35° C. and the reaction mixture was stirred at 80° C. for 6 h. The progress of the reaction was monitored by TLC. After 6 h of stirring, the mixture was cooled to 20-35° C., diluted with water (50 ml) and extracted with ethyl acetate (2×50 ml). The combined organic layers were washed with brine (50 ml), followed by drying ove... Reactants: BrCCCCCCCC1=C(C(=O)O)C=CC=C1 (2-(7-bromoheptyl) benzoic acid), B#B (diborane). Run in O1CCCC1 (tetrahydrofuran). Conditions: time 18 hour. Yields the product BrCCCCCCCC1=C(CO)C=CC=C1 (2-(7-Bromoheptyl)benzyl alcohol). RXN SMILES: [Br:1][CH2:2][CH2:3][CH2:4][CH2:5][CH2:6][CH2:7][CH2:8][C:9]1[CH:17]=[CH:16][CH:15]=[CH:14][C:10]=1[C:11](O)=[O:12].B#B>O1CCCC1>[Br:1][CH2:2][CH2:3][CH2:4][CH2:5][CH2:6][CH2:7][CH2:8][C:9]1[CH:17]=[CH:16][CH:15]=[CH:14][C:10]=1[CH2:11][OH:12]. Procedure: To 2-(7-bromoheptyl) benzoic acid (8.0 g, 0.027 mole) and distilled tetrahydrofuran (75 ml) was added diborane (40 ml, 0.04 mole) at room temperature under argon. The reaction mixture was stirred at room temperature for approximately 18 hours under argon, cooled to 0° C. and quenched with ethanol. The solvents were evaporated to give a colorless oil which was partitioned between methylene chloride and water. The organic layer was dried over magnesium sulfate and filtered. The resulting oil was f... The reactants are C(C(C)C)C1=C(C(=CC=C1)S(=O)(=O)NC(C)(C)C)B(O)O (4-iso-Butyl-2-(N-tert-butylaminosulfonyl)benzene-3-boronic acid), BrC1=CC=C(CN2C=NC=C2)C=C1 (1-(4bromo-benzyl)-1H-imidazole), [OH-].[Na+] (NaOH), C1(=CC=CC=C1)C (toluene). Reagents/catalysts: C=1C=CC(=CC1)[P](C=2C=CC=CC2)(C=3C=CC=CC3)[Pd]([P](C=4C=CC=CC4)(C=5C=CC=CC5)C=6C=CC=CC6)([P](C=7C=CC=CC7)(C=8C=CC=CC8)C=9C=CC=CC9)[P](C=1C=CC=CC1)(C=1C=CC=CC1)C=1C=CC=CC1 (Pd(PPh3)4). Solvent: C(C)(=O)OCC (ethyl acetate), C(C)O (ethanol). The product is N1(C=NC=C1)CC1=CC=C(C=C1)C1=C(C=CC(=C1)CC(C)C)S(=O)(=O)NC(C)(C)C (2-(4-Imidazol-1-ylmethylphenyl)-4-iso-butyl-N-tert-butylbenzenesulfonamide). The yield is 53.0%. Reaction SMILES: C([C:5]1[CH:10]=[CH:9][CH:8]=[C:7]([S:11]([NH:14][C:15]([CH3:18])([CH3:17])[CH3:16])(=[O:13])=[O:12])[C:6]=1B(O)O)C(C)C.Br[C:23]1[CH:34]=[CH:33][C:26]([CH2:27][N:28]2[CH:32]=[CH:31][N:30]=[CH:29]2)=[CH:25][CH:24]=1.[OH-].[Na+].[C:37]1([CH3:43])[CH:42]=CC=C[CH:38]=1>C(OCC)(=O)C.C1C=CC([P]([Pd]([P](C2C=CC=CC=2)(C2C=CC=CC=2)C2C=CC=CC=2)([P](C2C=CC=CC=2)(C2C=CC=CC=2)C2C=CC=CC=2)[P](C2C=CC=CC=2)(C2C=CC=CC=2)C2C=CC=CC=2)(C2C=CC=CC=2)C2C=CC=CC=2)=CC=1.C(O)C>[N:28]1([CH2:27][C:26]2[CH:33]=[CH:34][C:23]([C:6]3[CH:5]=[C:10]([CH2:38][CH:37]([CH3:43])[CH3:42])[CH:9]=[CH:8][C:7]=3[S:11]([NH:14][C:15]([CH3:16])([CH3:17])[CH3:18])(=[O:12])=[O:13])=[CH:24][CH:25]=2)[CH:32]=[CH:31][N:30]=[CH:29]1 |f:2.3,^1:53,55,74,93|. Procedure details: The crude product from step (b) above (1.2 g, 3.83 mmol), 1-(4bromo-benzyl)-1H-imidazole (98.8 mg, 0.416 mmol, see Example 1(d) above), Pd(PPh3)4 (29 mg, 0.25 mmol), NaOH (3 mL, 1M, 3 mmol), toluene (15 mL) and ethanol (3 mL) were mixed under N2 (g). The mixture was heated to reflux for 2 h. The reaction mixture was then diluted with ethyl acetate (150 mL) and washed with water and brine. The organic phase was dried over MgSO4 and the solvent was removed in vacuo. Purification using column chrom...